This data is from the Open Reaction Database (ORD), a public repository of structured organic reaction records. The task is: describe an organic reaction: reactants, conditions, products, and yield The reactants are CCO, [H][H], COC(=O)C=Cc1cccc(CC(C)=O)c1. Yields the product COC(=O)CCc1cccc(CC(C)=O)c1. RXN SMILES: [CH3:19][CH2:20][OH:21].[H:17][H:18].[O:1]=[C:2]([CH2:3][c:4]1[cH:5][c:6]([CH:10]=[CH:11][C:12](=[O:13])[O:14][CH3:15])[cH:7][cH:8][cH:9]1)[CH3:16]>>[O:1]=[C:2]([CH2:3][c:4]1[cH:5][c:6]([CH2:10][CH2:11][C:12](=[O:13])[O:14][CH3:15])[cH:7][cH:8][cH:9]1)[CH3:16].